This data is from the Open Reaction Database (ORD), a public repository of structured organic reaction records. The task is: describe an organic reaction: reactants, conditions, products, and yield Starting materials: COC(=O)c1ccccc1, Cc1ccccc1, NC1CCC(O)CC1. Product: NC1CCC(OC(=O)c2ccccc2)CC1. Reaction SMILES: [C:1]([c:2]1[cH:3][cH:4][cH:5][cH:6][cH:7]1)(=[O:8])[O:9][CH3:10].[CH3:19][c:20]1[cH:21][cH:22][cH:23][cH:24][cH:25]1.[NH2:11][CH:12]1[CH2:13][CH2:14][CH:15]([OH:18])[CH2:16][CH2:17]1>>[C:1]([c:2]1[cH:3][cH:4][cH:5][cH:6][cH:7]1)(=[O:8])[O:9][CH:10]1[CH2:14][CH2:13][CH:12]([NH2:11])[CH2:17][CH2:16]1. Starting materials: N1=CC=C(C=C1)CCCC(=O)OC (Methyl 4-(Pyridin-4-yl)butyrate), [OH-].[Na+] (NaOH), Cl (HCl). Run in CO (CH3OH). Product: N1=CC=C(C=C1)CCCC(=O)O (4-(Pyridin-4-yl)butanoic acid). RXN SMILES: [N:1]1[CH:6]=[CH:5][C:4]([CH2:7][CH2:8][CH2:9][C:10]([O:12]C)=[O:11])=[CH:3][CH:2]=1.[OH-].[Na+].Cl>CO>[N:1]1[CH:6]=[CH:5][C:4]([CH2:7][CH2:8][CH2:9][C:10]([OH:12])=[O:11])=[CH:3][CH:2]=1 |f:1.2|. Procedure: A solution of ester 10-4 (10.0 g, 56 mmol), 1N NaOH (84 ml, 84 mmole) and CH3OH (200 ml) was stiffed at ambient temperature for 1.0 h. Concentrated HCl (7.0 ml, 84 mmol) was added followed by concentration. The residue was dissolved in CHCl3, dried (MgSO4) and concentrated to give acid 10-5 as a yellow solid. Reactants: O=P12OP3(=O)OP(=O)(O1)OP(=O)(O2)O3 (phosphorus pentoxide), C[Si](O[Si](C)(C)C)(C)C (hexamethyldisiloxane), NC=1C=C(C=CC1O)CCC(=O)OCC (ethyl 3-(3-amino-4-hydroxyphenyl)propionate), C1=C(C=CC2=CC=CC=C12)CC(=O)O (2-naphthylacetic acid). Solvent: O (water), ClC1=C(C=CC=C1)Cl (1,2-dichlorobenzene). Yields the product C1=C(C=CC2=CC=CC=C12)CC=1OC2=C(N1)C=C(C=C2)CCC(=O)OCC (ethyl 3-[2-(2-naphthylmethyl)benzoxazol-5-yl]propionate). Isolated yield 72.9%. As a reaction SMILES: O=P12OP3(OP(OP(O3)(O1)=O)(=O)O2)=O.C[Si](C)(C)O[Si](C)(C)C.[NH2:24][C:25]1[CH:26]=[C:27]([CH2:32][CH2:33][C:34]([O:36][CH2:37][CH3:38])=[O:35])[CH:28]=[CH:29][C:30]=1[OH:31].[CH:39]1[C:48]2[C:43](=[CH:44][CH:45]=[CH:46][CH:47]=2)[CH:42]=[CH:41][C:40]=1[CH2:49][C:50](O)=O>O.ClC1C=CC=CC=1Cl>[CH:39]1[C:48]2[C:43](=[CH:44][CH:45]=[CH:46][CH:47]=2)[CH:42]=[CH:41][C:40]=1[CH2:49][C:50]1[O:31][C:30]2[CH:29]=[CH:28][C:27]([CH2:32][CH2:33][C:34]([O:36][CH2:37][CH3:38])=[O:35])=[CH:26][C:25]=2[N:24]=1. Procedure details: A mixture of phosphorus pentoxide (P2O5) (12.9 g), hexamethyldisiloxane (29.5 g) and 1,2-dichlorobenzene was heated for 10 minutes under reflux. To the mixture were added ethyl 3-(3-amino-4-hydroxyphenyl)propionate (4.75 g) and 2-naphthylacetic acid (4.23 g). The mixture was heated for 3 hours under reflux. The reaction mixture was poured into water and allowed to extraction with ethyl acetate. The ethyl acetatae layer was washed with water and dried over magnesium sulfate. The solvent was disti... Starting materials: O=C1N(C(N(C(N1C)=O)C)C1=C(C=C(C=C1)NS(=O)(=O)C1=CC=CC=C1)O)C (2,4-dioxo-hexahydro-1,3,5-trimethyl-6-[2-hydroxy-4-benzenesulphonamido-phenyl]-s-triazine), [OH-].[Na+] (sodium hydroxide). Solvent: O (water). Product: C1(=CC=CC=C1)S(=O)(=O)NC=1C=C(C(C=O)=CC1)O (4-benzenesulphonamidosalicylaldehyde). Isolated yield 98.8%. As a reaction SMILES: O=C1N(C)C(=O)N(C)[CH:4]([C:11]2[CH:16]=[CH:15][C:14]([NH:17][S:18]([C:21]3[CH:26]=[CH:25][CH:24]=[CH:23][CH:22]=3)(=[O:20])=[O:19])=[CH:13][C:12]=2[OH:27])N1C.[OH-:29].[Na+]>O>[C:21]1([S:18]([NH:17][C:14]2[CH:13]=[C:12]([OH:27])[C:11](=[CH:16][CH:15]=2)[CH:4]=[O:29])(=[O:20])=[O:19])[CH:26]=[CH:25][CH:24]=[CH:23][CH:22]=1 |f:1.2|. Procedure: 432 g (1 mol) of 2,4-dioxo-hexahydro-1,3,5-trimethyl-6-[2-hydroxy-4-benzenesulphonamido-phenyl]-s-triazine (93.5% pure product) are introduced into a solution of 280 g (7 mols) of sodium hydroxide in 600 ml of water. The mixture is boiled under reflux for 6 hours, under nitrogen. A pale brown solution is formed, from which individual small crystals separate out. The contents of the flask are then poured onto a mixture of 700 ml of concentrated hydrochloric acid and 2 kg of ice and the yellow pro...